The task is: describe an organic reaction: reactants, conditions, products, and yield. This data is from the Open Reaction Database (ORD), a public repository of structured organic reaction records. Reactants: CCCCCCCCOC(=O)Nc1scc(C)c1C(=O)OCC, C1CCOC1, CCO. The product is CCCCCCCCOC(=O)Nc1scc(C)c1C(=O)O. RXN SMILES: [CH2:1]([CH3:2])[O:3][C:4](=[O:5])[c:6]1[c:7]([NH:12][C:13](=[O:14])[O:15][CH2:16][CH2:17][CH2:18][CH2:19][CH2:20][CH2:21][CH2:22][CH3:23])[s:8][cH:9][c:10]1[CH3:11].[CH2:27]1[O:28][CH2:29][CH2:30][CH2:31]1.[CH3:24][CH2:25][OH:26]>>[O:3]=[C:4]([OH:5])[c:6]1[c:7]([NH:12][C:13](=[O:14])[O:15][CH2:16][CH2:17][CH2:18][CH2:19][CH2:20][CH2:21][CH2:22][CH3:23])[s:8][cH:9][c:10]1[CH3:11].